From a dataset of the Open Reaction Database (ORD), a public repository of structured organic reaction records. describe an organic reaction: reactants, conditions, products, and yield Starting materials: C(C)(=O)OCCCCCCCCOC1=C(C(=CC=C1)[N+](=O)[O-])C#N (8-(2-cyano-3-nitrophenoxy)octyl acetate). Reagents/catalysts: [Pd] (Pd/C). Run in CCO (EtOH). The product is C(C)(=O)OCCCCCCCCOC1=C(C(=CC=C1)N)C#N (8-(3-amino-2-cyanophenoxy)octyl acetate). The yield is 100.0%. Reaction SMILES: [C:1]([O:4][CH2:5][CH2:6][CH2:7][CH2:8][CH2:9][CH2:10][CH2:11][CH2:12][O:13][C:14]1[CH:19]=[CH:18][CH:17]=[C:16]([N+:20]([O-])=O)[C:15]=1[C:23]#[N:24])(=[O:3])[CH3:2]>CCO.[Pd]>[C:1]([O:4][CH2:5][CH2:6][CH2:7][CH2:8][CH2:9][CH2:10][CH2:11][CH2:12][O:13][C:14]1[CH:19]=[CH:18][CH:17]=[C:16]([NH2:20])[C:15]=1[C:23]#[N:24])(=[O:3])[CH3:2]. Procedure details: A solution of 8-(2-cyano-3-nitrophenoxy)octyl acetate (802 μmol, 268 mg) (Example 274c) in EtOH (15 mL) was hydrogenated in an H-cube apparatus's using 10% Pd/C as catalyst. The solution was evaporated to give 8-(3-amino-2-cyanophenoxy)octyl acetate (244 mg, 244 mg). MS 305 (MH+) Starting materials: ClC1=C/C(/NC2=CC=CC=C12)=C/1\C(=NN(C1=O)C)CCC ((Z)-4-(4-chloroquinolin-2(1H)-ylidene)-1-methyl-3-propyl-1H-pyrazol-5(4H)-one), C(C)(=O)NC1=CC=C(C=C1)S (4-acetamidothiophenol), C24H24N4O2S, CN1N=C(CC1=O)CCC (1-Methyl-3-n-propyl 2-pyrazolin-5-one), ClC1=CC=[N+](C2=CC=CC=C12)[O-] (4-chloroquinoline N-oxide). The solvent is C(C)O (ethanol), C(C)(=O)OC(C)=O (acetic anhydride). Reaction conditions: temperature 180 celsius. Yields the product CN1N=C(/C(/C1=O)=C\1/NC2=CC=CC=C2C(=C1)SC1=CC=C(C=C1)NC(C)=O)CCC ((Z)—N-(4-(2-(1-methyl-5-oxo-3-propyl-1H-pyrazol-4(5H)-ylidene)-1,2-dihydroquinolin-4-ylthio)phenyl)acetamide). Reaction SMILES: CN1C(=O)CC(CCC)=N1.ClC1C2C(=CC=CC=2)[N+]([O-])=CC=1.Cl[C:24]1[C:33]2[C:28](=[CH:29][CH:30]=[CH:31][CH:32]=2)[NH:27]/[C:26](=[C:34]2/[C:35]([CH2:41][CH2:42][CH3:43])=[N:36][N:37]([CH3:40])[C:38]/2=[O:39])/[CH:25]=1.[C:44]([NH:47][C:48]1[CH:53]=[CH:52][C:51]([SH:54])=[CH:50][CH:49]=1)(=[O:46])[CH3:45]>C(OC(=O)C)(=O)C.C(O)C>[CH3:40][N:37]1[C:38](=[O:39])/[C:34](=[C:26]2\[NH:27][C:28]3[C:33]([C:24]([S:54][C:51]4[CH:50]=[CH:49][C:48]([NH:47][C:44](=[O:46])[CH3:45])=[CH:53][CH:52]=4)=[CH:25]\2)=[CH:32][CH:31]=[CH:30][CH:29]=3)/[C:35]([CH2:41][CH2:42][CH3:43])=[N:36]1. Reported procedure: 1-Methyl-3-n-propyl 2-pyrazolin-5-one (0.2 g, 1.4 mmol) and 4-chloroquinoline N-oxide (1.4 mmol) were stirred in acetic anhydride (2 mL) at ambient temperature for 2-3 hours. The reaction mixture was concentrated and carried out to the next step without further purification. The resulting (Z)-4-(4-chloroquinolin-2(1H)-ylidene)-1-methyl-3-propyl-1H-pyrazol-5(4H)-one (0.71 mmol) was dissolved in ethanol (0.5 mL) and 4-acetamidothiophenol (0.13 g, 0.78 mmol) was added. The reaction mixture was heat... Starting materials: BrC1=CC(=C(NC2=NC=NC3=CC=C(C=C23)OC)C=C1)F (4-(4-bromo-2-fluoroanilino)-6-methoxyquinazoline), C=O (formaldehyde), O1CCCC1 (tetrahydrofuran), [OH-].[K+] (potassium hydroxide). The solvent is C(=O)O (formic acid), O (water), O (water). Conditions: temperature 81 celsius, time 5 hour. Product: BrC1=CC(=C(NC2=NC=NC3=CC(=C(C=C23)OC)OCC2CCN(CC2)C)C=C1)F (4-(4-bromo-2-fluoroanilino)-6-methoxy-7-(1-methylpiperidin-4-ylmethoxy)quinazoline). RXN SMILES: [Br:1][C:2]1[CH:20]=[CH:19][C:5]([NH:6][C:7]2[C:16]3[C:11](=[CH:12][CH:13]=[C:14]([O:17][CH3:18])[CH:15]=3)[N:10]=[CH:9][N:8]=2)=[C:4]([F:21])[CH:3]=1.C=O.[OH-].[K+].[O:26]1[CH2:30][CH2:29][CH2:28][CH2:27]1>O.C(O)=O>[Br:1][C:2]1[CH:20]=[CH:19][C:5]([NH:6][C:7]2[C:16]3[C:11](=[CH:12][C:13]([O:26][CH2:30][CH:29]4[CH2:4][CH2:5][N:6]([CH3:7])[CH2:27][CH2:28]4)=[C:14]([O:17][CH3:18])[CH:15]=3)[N:10]=[CH:9][N:8]=2)=[C:4]([F:21])[CH:3]=1 |f:2.3|. Procedure: 7-(1-tert-butoxycarbonyl)piperidine-4-ylmethoxy)-4-(4-bromo-2-fluoroanilino)-6-methoxyquinazoline (40 g), water (16 ml), formic acid (43 ml) and aqueous formaldehyde (37% w/w, 33 ml) were added to a vessel equipped with overhead stirrer, reflux condenser and thermometer. The reaction mixture was heated to 81° C. and stirred at this temperature for 5 hours. The reaction mixture was cooled to 60° C. and tetrahydrofuran (178 ml) was added. The temperature of the reaction mixture was adjusted to 40°... Starting materials: C(=O)(O)C1=CC=C(C=C1)S(=O)(=O)NCC(=O)O[C@@H](CC1=C(C=[N+](C=C1Cl)[O-])Cl)C1=CC(=C(C=C1)OC(F)F)OCC1CC1 ((S)-4-(2-(2-(4-carboxyphenylsulfonamido)acetoxy)-2-(3-(cyclopropylmethoxy)-4-(difluoromethoxy)phenyl)ethyl)-3,5-dichloropyridine 1-oxide), N1CCOCC1 (morpholine), C(CCl)Cl (EDC). Reagents/catalysts: CN(C)C=1C=CN=CC1 (DMAP). The solvent is CN(C)C=O (DMF), O (water). Reaction conditions: time 8 hour. The product is ClC=1C=[N+](C=C(C1C[C@H](OC(CNS(=O)(=O)C1=CC=C(C=C1)C(=O)N1CCOCC1)=O)C1=CC(=C(C=C1)OC(F)F)OCC1CC1)Cl)[O-] ((S)-3,5-dichloro-4-(2-(3-(cyclopropylmethoxy)-4-(difluoromethoxy)phenyl)-2-(2-(4-(morpholine-4-carbonyl)phenylsulfonamido)-acetoxy)ethyl)pyridine 1-oxide). The yield is 46.7%. RXN SMILES: [C:1]([C:4]1[CH:9]=[CH:8][C:7]([S:10]([NH:13][CH2:14][C:15]([O:17][C@H:18]([C:29]2[CH:34]=[CH:33][C:32]([O:35][CH:36]([F:38])[F:37])=[C:31]([O:39][CH2:40][CH:41]3[CH2:43][CH2:42]3)[CH:30]=2)[CH2:19][C:20]2[C:25]([Cl:26])=[CH:24][N+:23]([O-:27])=[CH:22][C:21]=2[Cl:28])=[O:16])(=[O:12])=[O:11])=[CH:6][CH:5]=1)(O)=[O:2].[NH:44]1[CH2:49][CH2:48][O:47][CH2:46][CH2:45]1.C(Cl)CCl>CN(C1C=CN=CC=1)C.CN(C=O)C.O>[Cl:28][C:21]1[CH:22]=[N+:23]([O-:27])[CH:24]=[C:25]([Cl:26])[C:20]=1[CH2:19][C@@H:18]([C:29]1[CH:34]=[CH:33][C:32]([O:35][CH:36]([F:38])[F:37])=[C:31]([O:39][CH2:40][CH:41]2[CH2:43][CH2:42]2)[CH:30]=1)[O:17][C:15](=[O:16])[CH2:14][NH:13][S:10]([C:7]1[CH:8]=[CH:9][C:4]([C:1]([N:44]2[CH2:49][CH2:48][O:47][CH2:46][CH2:45]2)=[O:2])=[CH:5][CH:6]=1)(=[O:11])=[O:12]. Procedure: (S)-4-(2-(2-(4-carboxyphenylsulfonamido)acetoxy)-2-(3-(cyclopropylmethoxy)-4-(difluoromethoxy)phenyl)ethyl)-3,5-dichloropyridine 1-oxide (30 mg, 0.045 mmol), morpholine (19.76 mg, 0.227 mmol), DMAP (11.08 mg, 0.091 mmol) and EDC (43.5 mg, 0.227 mmol) were dissolved in DMF (1.5 ml). The reaction was stirred at RT overnight. The reaction mixture was diluted with water and extracted with EtOAc. The organic phase was dried over Na2SO4 and concentrated under vacuum. The crude product was purified by ... Reaction SMILES: [CH3:1][O:2][C:3]([CH:4]([NH:5][CH3:6])[CH2:7][CH2:8][CH2:9][CH2:10][NH:11][C:12](=[O:13])[O:14][CH2:15][c:16]1[cH:17][cH:18][cH:19][cH:20][cH:21]1)=[O:22].[CH3:23][N:24]=[C:25]=[S:26]>>[C:3]1(=[O:22])[CH:4]([CH2:7][CH2:8][CH2:9][CH2:10][NH:11][C:12](=[O:13])[O:14][CH2:15][c:16]2[cH:17][cH:18][cH:19][cH:20][cH:21]2)[N:5]([CH3:6])[C:25](=[S:26])[N:24]1[CH3:23]. Reactants: CNC(CCCCNC(=O)OCc1ccccc1)C(=O)OC, CN=C=S. Yields the product CN1C(=O)C(CCCCNC(=O)OCc2ccccc2)N(C)C1=S.